Dataset: the Open Reaction Database (ORD), a public repository of structured organic reaction records. Task: describe an organic reaction: reactants, conditions, products, and yield The reactants are C(C1=CC=CC=C1)OC(=O)N[C@H](C(=O)O)CC(F)F ((S)-2-Benzyloxycarbonylamino-4,4-difluoro-butyric acid), C(C)N1CCOCC1 (N-ethylmorpholine), [B-](F)(F)(F)F.CCOC(=O)C(=NOC(=[N+](C)C)N(C)C)C#N (TOTU), C(CCC)OC(=O)N1CCNCC1 (1-butoxycarbonylpiperazine). The solvent is C(C)(=O)OCC (ethyl acetate). Run at time 12 hour. Product: C(CCC)OC(=O)N1CCN(CC1)C([C@H](CC(F)F)NC(=O)OCC1=CC=CC=C1)=O (4-((S)-2-Benzyloxycarbonylamino-4,4-difluoro-butyryl)-piperazine-1-carboxylic acid butyl ester). As a reaction SMILES: [CH2:1]([O:8][C:9]([NH:11][C@@H:12]([CH2:16][CH:17]([F:19])[F:18])[C:13]([OH:15])=O)=[O:10])[C:2]1[CH:7]=[CH:6][CH:5]=[CH:4][CH:3]=1.C(N1CCOCC1)C.[B-](F)(F)(F)F.CCOC(C(C#N)=NOC(N(C)C)=[N+](C)C)=O.[CH2:50]([O:54][C:55]([N:57]1[CH2:62][CH2:61][NH:60][CH2:59][CH2:58]1)=[O:56])[CH2:51][CH2:52][CH3:53]>C(OCC)(=O)C>[CH2:50]([O:54][C:55]([N:57]1[CH2:62][CH2:61][N:60]([C:13](=[O:15])[C@@H:12]([NH:11][C:9]([O:8][CH2:1][C:2]2[CH:3]=[CH:4][CH:5]=[CH:6][CH:7]=2)=[O:10])[CH2:16][CH:17]([F:19])[F:18])[CH2:59][CH2:58]1)=[O:56])[CH2:51][CH2:52][CH3:53] |f:2.3|. Procedure details: To a solution of 114 mg (S)-2-Benzyloxycarbonylamino-4,4-difluoro-butyric acid were added 0.11 ml N-ethylmorpholine, 138 mg TOTU and 78 mg 1-butoxycarbonylpiperazine. After stirring for 12 h the reaction mixture was diluted with ethyl acetate and washed with aqueous LiCl (4%), 0.1 M HCl, saturated aqueous NaHCO3 and brine. The crude product obtained was used without further purification. Yield: 150 mg